From a dataset of the Open Reaction Database (ORD), a public repository of structured organic reaction records. describe an organic reaction: reactants, conditions, products, and yield Starting materials: Cl (HCl), COCOC1=C(C=C(C=C1)OCOC)[C@H]1[C@H](C[C@H](C1)C)C(=O)C1=CC=C(C=C1)OCOC ((1S,2R,4S)-[2-(2,5-Bis-methoxymethoxy-phenyl)-4-methyl-cyclopentyl]-(4-methoxymethoxy-phenyl)-methanone), C1(=CC=C(C=C1)S(=O)(=O)O)C (p-toluenesulfonic acid), C(#N)[BH3-].[Na+] (sodium cyanoborohydride). Reagents/catalysts: BrCOC=1C(=CC=C(C1)C)O (bromocreosol). Run in CO (methanol), CCOC(=O)C (EtOAc), CO (methanol). Reaction conditions: temperature 50 celsius. The product is OC1=CC=C(C=C1)[C@@H]1OC=2C=CC(=CC2[C@H]2[C@@H]1C[C@H](C2)C)O ((2S,3aS,4R,9bR)-4-(4-Hydroxy-phenyl)-2-methyl-1,2,3,3a,4,9b-hexahydro-cyclopenta [c]chromen-8-ol). Yield: 69.0%. Reaction SMILES: COC[O:4][C:5]1[CH:10]=[CH:9][C:8]([O:11]COC)=[CH:7][C:6]=1[C@@H:15]1[CH2:19][C@H:18]([CH3:20])[CH2:17][C@@H:16]1[C:21]([C:23]1[CH:28]=[CH:27][C:26]([O:29]COC)=[CH:25][CH:24]=1)=O.C1(C)C=CC(S(O)(=O)=O)=CC=1.C([BH3-])#N.[Na+].Cl>CO.BrCOC1C(O)=CC=C(C)C=1.CCOC(C)=O>[OH:29][C:26]1[CH:25]=[CH:24][C:23]([C@H:21]2[C@H:16]3[CH2:17][C@@H:18]([CH3:19])[CH2:20][C@H:15]3[C:6]3[CH:7]=[C:8]([OH:11])[CH:9]=[CH:10][C:5]=3[O:4]2)=[CH:28][CH:27]=1 |f:2.3|. Procedure: To a solution of [2-(2,5-bis-methoxymethoxy-phenyl)-4-methyl-cyclopentyl]-(4-methoxymethoxy-phenyl)-methanone 10a (2.6 g, 5.8 mmol) in anhydrous methanol (232 mL) add p-toluenesulfonic acid (1.1 g, 5.8 mmol) and heat the resulting solution to 50° C. for 18 hours under nitrogen. Cool the reaction to ambient temperature and add bromocreosol green (10 mg) and sodium cyanoborohydride (1.82 g, 29.0 mmol). Add methanol saturated with HCl (gas) drop wise until yellow color is maintained. Stir the react...